Dataset: the Open Reaction Database (ORD), a public repository of structured organic reaction records. Task: describe an organic reaction: reactants, conditions, products, and yield The reactants are ClC1=C(C=C(C=C1)CC(C(=O)OCC)C(=O)C1=CC=C(C=C1)F)OC(C(F)F)(F)F (ethyl 2-((4-chloro-3-(1,1,2,2-tetrafluoroethoxy)phenyl)methyl)-3-(4-fluorophenyl)-3-oxopropionate), O (water), Cl (hydrochloric acid), [BH4-].[Na+] (sodium borohydride). Reagents/catalysts: [Cl-].[Zn+2].[Cl-] (zinc chloride). Solvent: C(C)OCC (diethyl ether), C(C)OCC (diethyl ether). Reaction conditions: time 30 minute. Yields the product ClC1=C(C=C(C=C1)CC(C(=O)OCC)C(O)C1=CC=C(C=C1)F)OC(C(F)F)(F)F (ethyl(2RS,3RS)-2-((4-chloro-3-(1,1,2,2-tetrafluoroethoxy)phenyl)methyl)-3-(4-fluorophenyl)-3-hydroxypropionate). Yield: 88.5%. As a reaction SMILES: [BH4-].[Na+].[Cl:3][C:4]1[CH:9]=[CH:8][C:7]([CH2:10][CH:11]([C:17]([C:19]2[CH:24]=[CH:23][C:22]([F:25])=[CH:21][CH:20]=2)=[O:18])[C:12]([O:14][CH2:15][CH3:16])=[O:13])=[CH:6][C:5]=1[O:26][C:27]([F:32])([F:31])[CH:28]([F:30])[F:29].Cl.O>C(OCC)C.[Cl-].[Zn+2].[Cl-]>[Cl:3][C:4]1[CH:9]=[CH:8][C:7]([CH2:10][CH:11]([CH:17]([C:19]2[CH:24]=[CH:23][C:22]([F:25])=[CH:21][CH:20]=2)[OH:18])[C:12]([O:14][CH2:15][CH3:16])=[O:13])=[CH:6][C:5]=1[O:26][C:27]([F:31])([F:32])[CH:28]([F:29])[F:30] |f:0.1,6.7.8|. Reported procedure: To a solution of zinc chloride (4.0 g, 29.3 mmol) in diethyl ether (100 ml) was added sodium borohydride (2.22 g, 58.6 mmol), and the mixture was stirred at room temperature for 30 min. Insoluble material was filtered off, and a solution of ethyl 2-((4-chloro-3-(1,1,2,2-tetrafluoroethoxy)phenyl)methyl)-3-(4-fluorophenyl)-3-oxopropionate (6.60 g, 14.6 mmol) in diethyl ether (50 ml) was added to the filtrate. The mixture was stirred at room temperature for 30 min. and 1N hydrochloric acid was adde... The reactants are CCOC(=O)c1ccc(C2=NOC(c3cc(Cl)cc(Cl)c3)(C(F)(F)F)C2)cc1C, CCO, [Na+], [OH-], O. Product: Cc1cc(C2=NOC(c3cc(Cl)cc(Cl)c3)(C(F)(F)F)C2)ccc1C(=O)O. RXN SMILES: [CH2:1]([CH3:2])[O:3][C:4]([c:5]1[c:6]([CH3:28])[cH:7][c:8]([C:11]2=[N:12][O:13][C:14]([C:16]([F:17])([F:18])[F:19])([c:20]3[cH:21][c:22]([Cl:27])[cH:23][c:24]([Cl:26])[cH:25]3)[CH2:15]2)[cH:9][cH:10]1)=[O:29].[CH3:32][CH2:33][OH:34].[Na+:31].[OH-:30].[OH2:35]>>[O:3]=[C:4]([c:5]1[c:6]([CH3:28])[cH:7][c:8]([C:11]2=[N:12][O:13][C:14]([C:16]([F:17])([F:18])[F:19])([c:20]3[cH:21][c:22]([Cl:27])[cH:23][c:24]([Cl:26])[cH:25]3)[CH2:15]2)[cH:9][cH:10]1)[OH:29]. Reaction SMILES: [Br:1][C:2]1[CH:3]=[CH:4][C:5]([S:8](Cl)(=[O:10])=[O:9])=[N:6][CH:7]=1.[N:12]1C=CC=C[CH:13]=1.CN>C(Cl)Cl>[Br:1][C:2]1[CH:3]=[CH:4][C:5]([S:8]([NH:12][CH3:13])(=[O:10])=[O:9])=[N:6][CH:7]=1. The solvent is C(Cl)Cl (CH2Cl2). Procedure details: 5-Bromo-2-pyridinesulfonyl chloride (500 mg, 1.949 mmol) was added to a 0° C. solution of pyridine (0.315 ml, 3.90 mmol), methylamine (0.975 ml, 1.949 mmol, 2M in THF) and CH2Cl2 (2 mL). The reaction mixture was stirred at room temperature for 1 hr, then quenched with brine. The contents were extracted with DCM, dried, filtered, and concentrated in vacuo. The crude product was purified by silica gel chromatography (eluent: 50%, EtOAC/CH2Cl2). The product was collected as a clear oil, 225 mg (75%... Conditions: time 1 hour. Product: BrC=1C=CC(=NC1)S(=O)(=O)NC (5-Bromo-N-methyl-2-pyridinesulfonamide). Starting materials: BrC=1C=CC(=NC1)S(=O)(=O)Cl (5-Bromo-2-pyridinesulfonyl chloride), N1=CC=CC=C1 (pyridine), CN (methylamine).